Dataset: the Open Reaction Database (ORD), a public repository of structured organic reaction records. Task: describe an organic reaction: reactants, conditions, products, and yield Reactants: CCOC(=O)CBr, CCCCCCCc1ccccc1C=CC(=O)c1ccc(OCC=C(C)C)cc1O, [H-], [Na+], CN(C)C=O. Yields the product CCCCCCCc1ccccc1C=CC(=O)c1ccc(OCC=C(C)C)cc1OCC(=O)OCC. Reaction SMILES: [Br:33][CH2:34][C:35](=[O:36])[O:37][CH2:38][CH3:39].[CH2:3]([CH2:4][CH2:5][CH2:6][CH2:7][CH2:8][CH3:9])[c:10]1[c:11]([CH:16]=[CH:17][C:18](=[O:19])[c:20]2[c:21]([OH:32])[cH:22][c:23]([O:26][CH2:27][CH:28]=[C:29]([CH3:30])[CH3:31])[cH:24][cH:25]2)[cH:12][cH:13][cH:14][cH:15]1.[H-:1].[Na+:2].[O:40]=[CH:41][N:42]([CH3:43])[CH3:44]>>[CH2:3]([CH2:4][CH2:5][CH2:6][CH2:7][CH2:8][CH3:9])[c:10]1[c:11]([CH:16]=[CH:17][C:18](=[O:19])[c:20]2[c:21]([O:32][CH2:34][C:35](=[O:36])[O:37][CH2:38][CH3:39])[cH:22][c:23]([O:26][CH2:27][CH:28]=[C:29]([CH3:30])[CH3:31])[cH:24][cH:25]2)[cH:12][cH:13][cH:14][cH:15]1. Reactants: C1CCOC1, CC(C)CCON=O, [Cu]I, ICI, COC(=O)c1ccc(N)cc1C(F)(F)F. The product is COC(=O)c1ccc(I)cc1C(F)(F)F. RXN SMILES: [CH2:27]1[O:28][CH2:29][CH2:30][CH2:31]1.[CH3:19][CH:20]([CH2:21][CH2:22][O:23][N:24]=[O:25])[CH3:26].[Cu:32][I:33].[I:16][CH2:17][I:18].[NH2:1][c:2]1[cH:3][c:4]([C:12]([F:13])([F:14])[F:15])[c:5]([C:6](=[O:7])[O:8][CH3:9])[cH:10][cH:11]1>>[c:2]1([I:16])[cH:3][c:4]([C:12]([F:13])([F:14])[F:15])[c:5]([C:6](=[O:7])[O:8][CH3:9])[cH:10][cH:11]1.